Dataset: the Open Reaction Database (ORD), a public repository of structured organic reaction records. Task: describe an organic reaction: reactants, conditions, products, and yield Starting materials: CCOC(CCl)OCC, NCc1ccccc1, [Na+], [OH-], O. Yields the product CCOC(CNCc1ccccc1)OCC. Reaction SMILES: [CH2:1]([CH3:2])[O:3][CH:4]([CH2:5][Cl:6])[O:7][CH2:8][CH3:9].[NH2:10][CH2:11][c:12]1[cH:13][cH:14][cH:15][cH:16][cH:17]1.[Na+:19].[OH-:18].[OH2:20]>>[CH2:1]([CH3:2])[O:3][CH:4]([CH2:5][NH:10][CH2:11][c:12]1[cH:13][cH:14][cH:15][cH:16][cH:17]1)[O:7][CH2:8][CH3:9]. Starting materials: C(C)(C)(C)OC(=O)N1C(C(CC1)O)C(=O)O (3-hydroxy-pyrrolidine-1,2-dicarboxylic acid 1-tert-butyl ester), Cl (hydrogen chloride). The solvent is O1CCCC1 (tetrahydrofuran), [OH-].[Na+] (sodium hydroxide). Conditions: time 8 hour. Yields the product C(C)(C)(C)OC(=O)N1[C@@H]([C@H](CC1)O)CO ((2R,3S)-tert-butyl-3-hydroxy-2-(hydroxymethyl)pyrrolidine-1-carboxylate). Isolated yield 80.3%. As a reaction SMILES: [C:1]([O:5][C:6]([N:8]1[CH2:12][CH2:11][CH:10]([OH:13])[CH:9]1[C:14](O)=[O:15])=[O:7])([CH3:4])([CH3:3])[CH3:2].Cl>O1CCCC1.[OH-].[Na+]>[C:1]([O:5][C:6]([N:8]1[CH2:12][CH2:11][C@H:10]([OH:13])[C@H:9]1[CH2:14][OH:15])=[O:7])([CH3:4])([CH3:3])[CH3:2] |f:3.4|. Procedure: A solution of 3-hydroxy-pyrrolidine-1,2-dicarboxylic acid 1-tert-butyl ester (13.29 g, 57.47 mmol) in tetrahydrofuran (130 mL) is treated with borane-methyl sulfide complex (16.06 mL, 172.41 mmol) dropwise and stirred overnight at room temperature. The mixture is cooled to 5° C. in a water ice bath and treated with 3 N aqueous hydrogen chloride solution (5 mL) dropwise until evolution of gas has ceased. The resulting suspension is stirred further for 30 min and diluted with 5 N aqueous sodium hy...